From a dataset of the Open Reaction Database (ORD), a public repository of structured organic reaction records. describe an organic reaction: reactants, conditions, products, and yield The reactants are [N+](=O)([O-])C1=CC=C(C(=O)N2C(CCCCC2)=O)C=C1 (N-(4-nitrobenzoyl)caprolactam), [N+](=O)([O-])C=1C=C(C(=O)Cl)C=CC1 (3-nitrobenzoyl chloride). Yields the product [N+](=O)([O-])C=1C=C(C(=O)N2C(CCCCC2)=O)C=CC1 (N-(3-nitrobenzoyl)caprolactam). RXN SMILES: [N+]([C:4]1[CH:19]=[CH:18][C:7]([C:8]([N:10]2[CH2:16][CH2:15][CH2:14][CH2:13][CH2:12][C:11]2=[O:17])=[O:9])=[CH:6][CH:5]=1)([O-])=O.[N+:20](C1C=C(C=CC=1)C(Cl)=O)([O-:22])=[O:21]>>[N+:20]([C:19]1[CH:18]=[C:7]([CH:6]=[CH:5][CH:4]=1)[C:8]([N:10]1[CH2:16][CH2:15][CH2:14][CH2:13][CH2:12][C:11]1=[O:17])=[O:9])([O-:22])=[O:21]. Procedure details: Synthesized as for N-(4-nitrobenzoyl)caprolactam (Example XXIII) using 3-nitrobenzoyl chloride (Aldrich) in place of 4-nitrobenzoyl chloride. Starting materials: C(C)OC(C(F)(F)F)O (trifluoroacetaldehyde ethyl hemiacetal), NC1=CC(=C(OC2=C3C(=NC=C2)C=C(S3)C3=CC=C(C=N3)CN(C(OC(C)(C)C)=O)CCOC)C=C1)F (tert-butyl (6-(7-(4-amino-2-fluorophenoxy)thieno[3,2-b]pyridin-2-yl)pyridin-3-yl)methyl(2-methoxyethyl)carbamate), PTSA monohydrate, C(C)OC(C(F)(F)F)O (trifluoroacetaldehyde ethyl hemiacetal), C(C)OC(C(F)(F)F)O (trifluoroacetaldehyde ethyl hemiacetal), PTSA monohydrate, C(C)OC(C(F)(F)F)O (trifluoroacetaldehyde ethyl hemiacetal). The solvent is CCO (EtOH). Product: C(C)OC(C(F)(F)F)NC1=CC(=C(C=C1)OC1=C2C(=NC=C1)C=C(S2)C2=NC=C(C=C2)CNCCOC)F (N-(1-ethoxy-2,2,2-trifluoroethyl)-3-fluoro-4-(2-(5-((2-methoxyethylamino)-methyl)pyridin-2-yl)thieno[3,2-b]pyridin-7-yloxy)aniline). The yield is 76.2%. RXN SMILES: [NH2:1][C:2]1[CH:36]=[CH:35][C:5]([O:6][C:7]2[CH:12]=[CH:11][N:10]=[C:9]3[CH:13]=[C:14]([C:16]4[N:21]=[CH:20][C:19]([CH2:22][N:23]([CH2:31][CH2:32][O:33][CH3:34])C(=O)OC(C)(C)C)=[CH:18][CH:17]=4)[S:15][C:8]=23)=[C:4]([F:37])[CH:3]=1.[CH2:38]([O:40][CH:41](O)[C:42]([F:45])([F:44])[F:43])[CH3:39]>CCO>[CH2:38]([O:40][CH:41]([NH:1][C:2]1[CH:36]=[CH:35][C:5]([O:6][C:7]2[CH:12]=[CH:11][N:10]=[C:9]3[CH:13]=[C:14]([C:16]4[CH:17]=[CH:18][C:19]([CH2:22][NH:23][CH2:31][CH2:32][O:33][CH3:34])=[CH:20][N:21]=4)[S:15][C:8]=23)=[C:4]([F:37])[CH:3]=1)[C:42]([F:45])([F:44])[F:43])[CH3:39]. Procedure details: A solution of 11 (2 g, 3.62 mmol), PTSA monohydrate (0.76 g, 3.98 mmol) and trifluoroacetaldehyde ethyl hemiacetal (2.38 mL, 18.11 mmol) in EtOH (50 mL) was heated to reflux overnight. More trifluoroacetaldehyde ethyl hemiacetal (1.2 mL, 9.13 mmol) was added and the reaction mixture was heated to reflux overnight. Once again, more trifluoroacetaldehyde ethyl hemiacetal (2 mL, 15.22 mmol) were added and the reaction mixture was heated to reflux overnight. Finally, another portion of trifluoroacet... Reactants: O=[N+]([O-])c1ccc(-c2nc(Cl)c(CO)n2Cc2ccccc2)cc1, ClC(Cl)Cl, O=S(Cl)Cl. Product: O=[N+]([O-])c1ccc(-c2nc(Cl)c(CCl)n2Cc2ccccc2)cc1. RXN SMILES: [CH2:5]([c:6]1[cH:7][cH:8][cH:9][cH:10][cH:11]1)[n:12]1[c:13](-[c:20]2[cH:21][cH:22][c:23]([N+:26](=[O:27])[O-:28])[cH:24][cH:25]2)[n:14][c:15]([Cl:19])[c:16]1[CH2:17][OH:18].[CH:29]([Cl:30])([Cl:31])[Cl:32].[S:1]([Cl:2])([Cl:3])=[O:4]>>[Cl:3][CH2:17][c:16]1[n:12]([CH2:5][c:6]2[cH:7][cH:8][cH:9][cH:10][cH:11]2)[c:13](-[c:20]2[cH:21][cH:22][c:23]([N+:26](=[O:27])[O-:28])[cH:24][cH:25]2)[n:14][c:15]1[Cl:19]. Reactants: NC=1C(=C(C=CC1)C1=CN=C(C=2NC3=CC(=CC=C3C21)OCCOC)C(=O)N)C (4-(3-amino-2-methylphenyl)-7-(2-methoxyethoxy)-9H-pyrido[3,4-b]indole-1-carboxamide), NC=1C(=NC=CC1)C(=O)O (3-aminopicolinic acid), COC(OC)OC (trimethoxymethane), [N+](=O)([O-])O[La](O[N+](=O)[O-])O[N+](=O)[O-] (tris(nitrooxy)lanthanum). Solvent: O1CCCC1 (tetrahydrofuran). Run at temperature 95 celsius. Product: COCCOC1=CC=C2C3=C(NC2=C1)C(=NC=C3C3=C(C(=CC=C3)N3C=NC1=C(C3=O)N=CC=C1)C)C(=O)N (7-(2-Methoxyethoxy)-4-(2-methyl-3-(4-oxopyrido[3,2-d]pyrimidin-3(4H)-yl)phenyl)-9H-pyrido[3,4-b]indole-1-carboxamide). The yield is 5.0%. Reaction SMILES: [NH2:1][C:2]1[C:3]([CH3:29])=[C:4]([C:8]2[C:20]3[C:19]4[C:14](=[CH:15][C:16]([O:21][CH2:22][CH2:23][O:24][CH3:25])=[CH:17][CH:18]=4)[NH:13][C:12]=3[C:11]([C:26]([NH2:28])=[O:27])=[N:10][CH:9]=2)[CH:5]=[CH:6][CH:7]=1.[NH2:30][C:31]1[C:32]([C:37]([OH:39])=O)=[N:33][CH:34]=[CH:35][CH:36]=1.[CH3:40]OC(OC)OC.[N+](O[La](O[N+]([O-])=O)O[N+]([O-])=O)([O-])=O>O1CCCC1>[CH3:25][O:24][CH2:23][CH2:22][O:21][C:16]1[CH:15]=[C:14]2[C:19]([C:20]3[C:8]([C:4]4[CH:5]=[CH:6][CH:7]=[C:2]([N:1]5[C:37](=[O:39])[C:32]6[N:33]=[CH:34][CH:35]=[CH:36][C:31]=6[N:30]=[CH:40]5)[C:3]=4[CH3:29])=[CH:9][N:10]=[C:11]([C:26]([NH2:28])=[O:27])[C:12]=3[NH:13]2)=[CH:18][CH:17]=1. Procedure details: A mixture of 4-(3-amino-2-methylphenyl)-7-(2-methoxyethoxy)-9H-pyrido[3,4-b]indole-1-carboxamide (60 mg, 0.154 mmol), 3-aminopicolinic acid (53.1 mg, 0.384 mmol), trimethoxymethane (0.151 mL, 1.383 mmol), and tris(nitrooxy)lanthanum, 6H2O (19.96 mg, 0.046 mmol) in tetrahydrofuran (0.2 mL) was heated at 95° C. in a sealed vial for 16 hr. The mixture remained heterogeneous and very little (<5%) of the desired product was formed. DMF (0.5 mL) was added to the reaction mixture. Also added were addit... Reactants: BrC1=C(C=C(C(=C1)[N+](=O)[O-])C)C (1-bromo-2,4-dimethyl-5-nitro-benzene), C(=C)[Mg]Br (vinylmagnesium bromide), O (Water). Solvent: C1CCOC1 (THF). Conditions: temperature -40 celsius, time 4 hour. Product: BrC1=C2C=CNC2=C(C=C1C)C (4-bromo-5,7-dimethylindole). The yield is 31.5%. Reaction SMILES: [Br:1][C:2]1[CH:7]=[C:6]([N+:8]([O-])=O)[C:5]([CH3:11])=[CH:4][C:3]=1[CH3:12].[CH:13]([Mg]Br)=[CH2:14].O>C1COCC1>[Br:1][C:2]1[C:3]([CH3:12])=[CH:4][C:5]([CH3:11])=[C:6]2[C:7]=1[CH:13]=[CH:14][NH:8]2. Reported procedure: To a solution of 1-bromo-2,4-dimethyl-5-nitro-benzene (7.5 g, 32.6 mmol) in THF (100 mL) at −78° C. was added vinylmagnesium bromide (110 mL of 1.0 M solution in THF, 1.1 mol) dropwise. The reaction was allowed to warm slowly to −40° C. then stirred for 4 h. Water was added, and the reaction mixture allowed to warm slowly to rt and extracted with EtOAc. The organic phase was then dried over Na2SO4 and concentrated to give 4-bromo-5,7-dimethylindole (2.3 g) which was used in the subsequent step w...